From a dataset of the Open Reaction Database (ORD), a public repository of structured organic reaction records. describe an organic reaction: reactants, conditions, products, and yield Product: CCOC(=O)N1CCCN(c2nc3ccccc3[nH]2)CC1. Reactants: CCOC(=O)N1CCCNCC1, CO, CCOC(C)=O, Clc1nc2ccccc2[nH]1. As a reaction SMILES: [CH2:1]([CH3:2])[O:3][C:4](=[O:5])[N:6]1[CH2:7][CH2:8][NH:9][CH2:10][CH2:11][CH2:12]1.[CH3:23][OH:24].[CH3:25][CH2:26][O:27][C:28](=[O:29])[CH3:30].[Cl:13][c:14]1[nH:15][c:16]2[c:17]([n:18]1)[cH:19][cH:20][cH:21][cH:22]2>>[CH2:1]([CH3:2])[O:3][C:4](=[O:5])[N:6]1[CH2:7][CH2:8][N:9]([c:14]2[n:15][c:16]3[c:17]([nH:18]2)[cH:19][cH:20][cH:21][cH:22]3)[CH2:10][CH2:11][CH2:12]1. Reactants: C(CC)C1=NC2=C(N1CC1=CC=C(C=C1)C=1C(=CC=CC1)C(=O)OC(C)(C)C)C=C(C=C2C)C=2N=CN(C2)C(C)OCCOC (tert.butyl 4'-[(2-n-propyl-4-methyl-6-(1-(2-methoxyethoxy-2-ethyl)-imidazol-4-yl)-benzimidazol-1-yl)-methyl]-biphenyl-2-carboxylate), FC(C(=O)O)(F)F (trifluoroacetic acid). Solvent: C(Cl)Cl (methylene chloride). Product: C(CC)C1=NC2=C(N1CC1=CC=C(C=C1)C=1C(=CC=CC1)C(=O)O)C=C(C=C2C)C=2N=CN(C2)C(C)OCCOC (4'-[(2-n-Propyl-4-methyl-6-(1-(2-methoxyethoxy-2-ethyl)-imidazol-4-yl)-benzimidazol-1-yl)-methyl]-biphenyl-2-carboxylic Acid). RXN SMILES: [CH2:1]([C:4]1[N:8]([CH2:9][C:10]2[CH:15]=[CH:14][C:13]([C:16]3[C:17]([C:22]([O:24]C(C)(C)C)=[O:23])=[CH:18][CH:19]=[CH:20][CH:21]=3)=[CH:12][CH:11]=2)[C:7]2[CH:29]=[C:30]([C:34]3[N:35]=[CH:36][N:37]([CH:39]([O:41][CH2:42][CH2:43][O:44][CH3:45])[CH3:40])[CH:38]=3)[CH:31]=[C:32]([CH3:33])[C:6]=2[N:5]=1)[CH2:2][CH3:3].FC(F)(F)C(O)=O>C(Cl)Cl>[CH2:1]([C:4]1[N:8]([CH2:9][C:10]2[CH:15]=[CH:14][C:13]([C:16]3[C:17]([C:22]([OH:24])=[O:23])=[CH:18][CH:19]=[CH:20][CH:21]=3)=[CH:12][CH:11]=2)[C:7]2[CH:29]=[C:30]([C:34]3[N:35]=[CH:36][N:37]([CH:39]([O:41][CH2:42][CH2:43][O:44][CH3:45])[CH3:40])[CH:38]=3)[CH:31]=[C:32]([CH3:33])[C:6]=2[N:5]=1)[CH2:2][CH3:3]. Reported procedure: Prepared analogously to Example 88 from tert.butyl 4'-[(2-n-propyl-4-methyl-6-(1-(2-methoxyethoxy-2-ethyl)-imidazol-4-yl)-benzimidazol-1-yl)-methyl]-biphenyl-2-carboxylate and trifluoroacetic acid in methylene chloride.